Dataset: the Open Reaction Database (ORD), a public repository of structured organic reaction records. Task: describe an organic reaction: reactants, conditions, products, and yield Starting materials: Cl.FC1=C(C=CC(=C1)C1CCNCC1)CN(S(=O)(=O)CC1=CC=CC=C1)CC(F)(F)F (N-[[2-fluoro-4-(4-piperidyl)phenyl]methyl]-1-phenyl-N-(2,2,2-trifluoroethyl)methanesulfonamide hydrochloride), C(C)(C)N(C(C)C)CC (N,N-diisopropylethylamine), C(C)(=O)Cl (acetyl chloride). Run in ClCCl (dichloromethane). Reaction conditions: time 2 hour. Product: C(C)(=O)N1CCC(CC1)C1=CC(=C(CN(S(=O)(=O)CC2=CC=CC=C2)CC(F)(F)F)C=C1)F (N-[4-(1-Acetyl-piperidin-4-yl)-2-fluoro-benzyl]-C-phenyl-N-(2,2,2-trifluoro-ethyl)-methanesulfonamide). Isolated yield 32.6%. Reaction SMILES: Cl.[F:2][C:3]1[CH:8]=[C:7]([CH:9]2[CH2:14][CH2:13][NH:12][CH2:11][CH2:10]2)[CH:6]=[CH:5][C:4]=1[CH2:15][N:16]([CH2:27][C:28]([F:31])([F:30])[F:29])[S:17]([CH2:20][C:21]1[CH:26]=[CH:25][CH:24]=[CH:23][CH:22]=1)(=[O:19])=[O:18].C(N(CC)C(C)C)(C)C.[C:41](Cl)(=[O:43])[CH3:42]>ClCCl>[C:41]([N:12]1[CH2:13][CH2:14][CH:9]([C:7]2[CH:6]=[CH:5][C:4]([CH2:15][N:16]([CH2:27][C:28]([F:31])([F:29])[F:30])[S:17]([CH2:20][C:21]3[CH:26]=[CH:25][CH:24]=[CH:23][CH:22]=3)(=[O:19])=[O:18])=[C:3]([F:2])[CH:8]=2)[CH2:10][CH2:11]1)(=[O:43])[CH3:42] |f:0.1|. Procedure details: To a solution of N-[[2-fluoro-4-(4-piperidyl)phenyl]methyl]-1-phenyl-N-(2,2,2-trifluoroethyl)methanesulfonamide hydrochloride (100 mg, 0.21 mmol) and N,N-diisopropylethylamine (0.11 mL, 0.62 mmol) in dichloromethane (1.5 mL) was added acetyl chloride (24 mg, 0.31 mmol) and the reaction was stirred at ambient temperature for 2 hours. The reaction was then concentrated and purified by preparative reverse phase HPLC to yield 33.3 mg of N-[4-(1-Acetyl-piperidin-4-yl)-2-fluoro-benzyl]-C-phenyl-N-(2,2...